From a dataset of the Open Reaction Database (ORD), a public repository of structured organic reaction records. describe an organic reaction: reactants, conditions, products, and yield The reactants are CCCC[Sn](CCCC)(CCCC)c1ccccc1, CCCOc1ccc2c(c1)C(c1ccc(OC)cc1OS(=O)(=O)C(F)(F)F)C(C(=O)OC)C2c1ccc2c(c1)OCO2, CCOC(C)=O, [Cl-], [Li+], C1COCCO1. The product is CCCOc1ccc2c(c1)C(c1ccc(OC)cc1-c1ccccc1)C(C(=O)OC)C2c1ccc2c(c1)OCO2. As a reaction SMILES: [CH2:45]([Sn:46]([CH2:47][CH2:48][CH2:49][CH3:50])([CH2:51][CH2:52][CH2:53][CH3:54])[c:58]1[cH:59][cH:60][cH:61][cH:62][cH:63]1)[CH2:55][CH2:56][CH3:57].[CH3:3][O:4][C:5](=[O:6])[CH:7]1[CH:8]([c:36]2[cH:37][c:38]3[c:39]([cH:40][cH:41]2)[O:42][CH2:43][O:44]3)[c:9]2[cH:10][cH:11][c:12]([O:32][CH2:33][CH2:34][CH3:35])[cH:13][c:14]2[CH:15]1[c:16]1[c:17]([O:24][S:25]([C:26]([F:27])([F:28])[F:29])(=[O:30])=[O:31])[cH:18][c:19]([O:22][CH3:23])[cH:20][cH:21]1.[CH3:70][CH2:71][O:72][C:73](=[O:74])[CH3:75].[Cl-:1].[Li+:2].[O:64]1[CH2:65][CH2:66][O:67][CH2:68][CH2:69]1>>[CH3:3][O:4][C:5](=[O:6])[CH:7]1[CH:8]([c:36]2[cH:37][c:38]3[c:39]([cH:40][cH:41]2)[O:42][CH2:43][O:44]3)[c:9]2[cH:10][cH:11][c:12]([O:32][CH2:33][CH2:34][CH3:35])[cH:13][c:14]2[CH:15]1[c:16]1[c:17](-[c:58]2[cH:59][cH:60][cH:61][cH:62][cH:63]2)[cH:18][c:19]([O:22][CH3:23])[cH:20][cH:21]1. The reactants are lithium bis-hexamethyldisilylamide, O=C1[C@@H](COC2=C(N1)C=CC=C2)NC(=O)NC=2C=C(C=CC2)C ((R)-(8-oxo-6,7,8,9-tetrahydro-5-oxa-9-aza-benzocyclohepten-7-yl)-3-m-tolyl-urea), ICC(=O)N1CC(CC(C1)C)C (N-iodoacetyl-3,5-dimethyl piperidine). Run in C1CCOC1 (THF). Reaction conditions: time 15 minute. The product is CC1CN(CC(C1)C)C(CN1C([C@@H](COC2=C1C=CC=C2)NC(=O)NC=2C=C(C=CC2)C)=O)=O ((R)-1-{9-[2-(3,5-Dimethylpiperidin-1-yl)-2-oxo-ethyl]-8-oxo-6,7,8,9-tetrahydro-5-oxa-9-aza-benzocyclohepten-7-yl}-3-m-tolyl-urea). Yield: 72.0%. As a reaction SMILES: [O:1]=[C:2]1[NH:8][C:7]2[CH:9]=[CH:10][CH:11]=[CH:12][C:6]=2[O:5][CH2:4][C@H:3]1[NH:13][C:14]([NH:16][C:17]1[CH:18]=[C:19]([CH3:23])[CH:20]=[CH:21][CH:22]=1)=[O:15].I[CH2:25][C:26]([N:28]1[CH2:33][CH:32]([CH3:34])[CH2:31][CH:30]([CH3:35])[CH2:29]1)=[O:27]>C1COCC1>[CH3:35][CH:30]1[CH2:31][CH:32]([CH3:34])[CH2:33][N:28]([C:26](=[O:27])[CH2:25][N:8]2[C:7]3[CH:9]=[CH:10][CH:11]=[CH:12][C:6]=3[O:5][CH2:4][C@@H:3]([NH:13][C:14]([NH:16][C:17]3[CH:18]=[C:19]([CH3:23])[CH:20]=[CH:21][CH:22]=3)=[O:15])[C:2]2=[O:1])[CH2:29]1. Procedure details: A solution of 0.100 g (0.000325M) (R)-(8-oxo-6,7,8,9-tetrahydro-5-oxa-9-aza-benzocyclohepten-7-yl)-3-m-tolyl-urea in 5 ml of THF was cooled to -78° C. under a nitrogen atmosphere. To this solution was added dropwise 0.321 mL (0.000325M) of lithium bis-hexamethyldisilylamide (1M solution in THF) and the reaction was stirred for 15 minutes. To this mixture was added 0.090 ml (0.000325M) of N-iodoacetyl-3,5-dimethyl piperidine. After addition was complete, the reaction was warmed to room temperatur... Starting materials: ClC=1C=CC2=C(C(=NCC(N2)=S)C2=CC=CC=C2)C1 (7-chloro-1,3-dihydro-5-phenyl-2H-1,4-benzodiazepine-2-thione), CS(=O)C (dimethylsulfoxide), O.NN (hydrazine hydrate). Solvent: C(C)O (ethanol). Reaction conditions: time 24 hour. The product is ClC=1C=CC2=C(C(=NCC(=N2)NN)C2=CC=CC=C2)C1 (7-chloro-2-hydrazino-5-phenyl-3H-1,4-benzodiazepine). Reaction SMILES: [Cl:1][C:2]1[CH:3]=[CH:4][C:5]2[NH:11][C:10](=S)[CH2:9][N:8]=[C:7]([C:13]3[CH:18]=[CH:17][CH:16]=[CH:15][CH:14]=3)[C:6]=2[CH:19]=1.CS(C)=O.O.[NH2:25][NH2:26]>C(O)C>[Cl:1][C:2]1[CH:3]=[CH:4][C:5]2[N:11]=[C:10]([NH:25][NH2:26])[CH2:9][N:8]=[C:7]([C:13]3[CH:18]=[CH:17][CH:16]=[CH:15][CH:14]=3)[C:6]=2[CH:19]=1 |f:2.3|. Procedure details: To a solution of 2.9 parts of 7-chloro-1,3-dihydro-5-phenyl-2H-1,4-benzodiazepine-2-thione in a mixture of 2.5 parts by volume of dimethylsulfoxide and 100 parts by volume of ethanol is added 5 parts by volume of 80% hydrazine hydrate, and the mixture is allowed to stand for 24 hours. After evaporation of the solvent under reduced pressure, the residue is diluted with water, followed by extraction with methylene chloride. The methylene chloride layer is dried over sodium sulfate and the solvent ... The reagents and catalysts are CN(C)C=1C=CN=CC1 (DMAP). The reactants are BrC1=CN=C2C(=N1)C(=CN2)C(=O)O (2-bromo-5H-pyrrolo[3,2-b]pyrazine-7-carboxylic acid), [Si](C)(C)(C(C)(C)C)OCC(C)(N)C (1-(tert-butyldimethylsilyloxy)-2-methylpropan-2-amine), CCN=C=NCCCN(C)C (EDCI), O (water). Reaction conditions: time 16 hour. Procedure details: A mixture of 2-bromo-5H-pyrrolo[3,2-b]pyrazine-7-carboxylic acid (310 mg, 1.28 mmol), 1-(tert-butyldimethylsilyloxy)-2-methylpropan-2-amine (390 mg, 1.92 mmol), EDCI (489 mg, 2.56 mmol) and DMAP (312 mg, 2.56 mmol) in 5 mL of DMF was stirred at room temperature for 16 hours. Then the mixture was poured into water and extracted with EtOAc (3×10 mL). The combined organic layers were washed with brine and dried over Na2SO4. After filtration and concentration, the residue was used in the next step w... Solvent: CN(C)C=O (DMF). Product: BrC1=CN=C2C(=N1)C(=CN2)C(=O)NC(CO[Si](C)(C)C(C)(C)C)(C)C (2-Bromo-N-(1-(tert-butyldimethylsilyloxy)-2-methylpropan-2-yl)-5H-pyrrolo[3,2-b]pyrazine-7-carboxamide). As a reaction SMILES: [Br:1][C:2]1[N:7]=[C:6]2[C:8]([C:11]([OH:13])=O)=[CH:9][NH:10][C:5]2=[N:4][CH:3]=1.[Si:14]([O:21][CH2:22][C:23]([CH3:26])([NH2:25])[CH3:24])([C:17]([CH3:20])([CH3:19])[CH3:18])([CH3:16])[CH3:15].CCN=C=NCCCN(C)C.O>CN(C1C=CN=CC=1)C.CN(C=O)C>[Br:1][C:2]1[N:7]=[C:6]2[C:8]([C:11]([NH:25][C:23]([CH3:26])([CH3:24])[CH2:22][O:21][Si:14]([C:17]([CH3:20])([CH3:19])[CH3:18])([CH3:15])[CH3:16])=[O:13])=[CH:9][NH:10][C:5]2=[N:4][CH:3]=1. Yields the product Clc1cc(OC2CCCCO2)ccc1CNc1ccc(OCCN2CCCC2)cc1. Reactants: [BH4-], ClCCl, CO, O=Cc1ccc(OC2CCCCO2)cc1Cl, [Mg+2], Nc1ccc(OCCN2CCCC2)cc1, [Na+], O=S(=O)([O-])[O-]. Reaction SMILES: [BH4-:38].[CH2:40]([Cl:41])[Cl:42].[CH3:43][OH:44].[Cl:1][c:2]1[c:3]([CH:4]=[O:5])[cH:6][cH:7][c:8]([O:10][CH:11]2[O:12][CH2:13][CH2:14][CH2:15][CH2:16]2)[cH:9]1.[Mg+2:32].[N:17]1([CH2:22][CH2:23][O:24][c:25]2[cH:26][cH:27][c:28]([NH2:31])[cH:29][cH:30]2)[CH2:18][CH2:19][CH2:20][CH2:21]1.[Na+:39].[O-:33][S:34](=[O:35])(=[O:36])[O-:37]>>[Cl:1][c:2]1[c:3]([CH2:4][NH:31][c:28]2[cH:27][cH:26][c:25]([O:24][CH2:23][CH2:22][N:17]3[CH2:18][CH2:19][CH2:20][CH2:21]3)[cH:30][cH:29]2)[cH:6][cH:7][c:8]([O:10][CH:11]2[O:12][CH2:13][CH2:14][CH2:15][CH2:16]2)[cH:9]1. Reaction SMILES: [CH3:29][S:30]([CH3:31])=[O:32].[Cl:1][c:2]1[s:3][c:4]2[c:5]([n:6]1)[cH:7][cH:8][c:9]([O:11][CH3:12])[cH:10]2.[K+:23].[K+:24].[NH2:13][c:14]1[cH:15][c:16]([Cl:22])[c:17]([OH:21])[c:18]([Cl:20])[cH:19]1.[O-:25][C:26]([O-:27])=[O:28]>>[c:2]1([O:21][c:17]2[c:16]([Cl:22])[cH:15][c:14]([NH2:13])[cH:19][c:18]2[Cl:20])[s:3][c:4]2[c:5]([n:6]1)[cH:7][cH:8][c:9]([O:11][CH3:12])[cH:10]2. The reactants are CS(C)=O, COc1ccc2nc(Cl)sc2c1, [K+], [K+], Nc1cc(Cl)c(O)c(Cl)c1, O=C([O-])[O-]. The product is COc1ccc2nc(Oc3c(Cl)cc(N)cc3Cl)sc2c1.